From a dataset of the Open Reaction Database (ORD), a public repository of structured organic reaction records. describe an organic reaction: reactants, conditions, products, and yield Starting materials: CC(C(=O)OCC)CCCCCCCCC (ethyl 2-methylundecanoate), CC(C(C)=O)=O (2,3-butanedione). Solvent: CCCCCC (hexane). The product is OC(C(C)=O)(C)C(C(=O)OCC)(CCCCCCCCC)C (Ethyl 2-(1-hydroxy-1-methyl-2-oxopropyl)-2-methylundecanoate). Isolated yield 58.5%. Reaction SMILES: [CH3:1][CH:2]([CH2:8][CH2:9][CH2:10][CH2:11][CH2:12][CH2:13][CH2:14][CH2:15][CH3:16])[C:3]([O:5][CH2:6][CH3:7])=[O:4].[CH3:17][C:18](=[O:22])[C:19](=[O:21])[CH3:20]>CCCCCC>[OH:21][C:19]([C:2]([CH3:1])([CH2:8][CH2:9][CH2:10][CH2:11][CH2:12][CH2:13][CH2:14][CH2:15][CH3:16])[C:3]([O:5][CH2:6][CH3:7])=[O:4])([CH3:20])[C:18](=[O:22])[CH3:17]. Procedure: The reaction of ethyl 2-methylundecanoate (11.4 g, 0.05 mole) with 2,3-butanedione (4.73 g, 0.055 mole) is conducted in the manner described in Example I, and 16.6 g of a crude oil is obtained. The crude oil product is subjected to high pressure liquid chromatography on silica gel using 5% ethyl acetate in hexane as the eluant, yielding a pure product (9.2 g, 59%), b.p. 100° C. (Kugelrohr air bath temperature) at 0.01 mm Hg.